Task: describe an organic reaction: reactants, conditions, products, and yield. Dataset: the Open Reaction Database (ORD), a public repository of structured organic reaction records Starting materials: Cl (hydrochloric acid), O (water), [Cl-].[Al+3].[Cl-].[Cl-] (aluminum chloride), three, [N+](=O)([O-])C1=CC=CC=C1 (nitrobenzene), n-valeric acid chloride, [N+](=O)([O-])C1=CC=CC=C1 (nitrobenzene). The product is crystal, C(CCCC)(=O)C1=CC=C(C=C1)C1=CC=CC=C1 (4-n-pentanoylbiphenyl). Yield: 95.0%. As a reaction SMILES: [Cl-].[Al+3].[Cl-].[Cl-].Cl.[OH2:6].[N+]([C:10]1[CH:15]=[CH:14][CH:13]=[CH:12][CH:11]=1)([O-])=O>>[C:12]([C:10]1[CH:15]=[CH:14][C:13]([C:10]2[CH:15]=[CH:14][CH:13]=[CH:12][CH:11]=2)=[CH:12][CH:11]=1)(=[O:6])[CH2:11][CH2:10][CH2:15][CH3:14] |f:0.1.2.3|. Procedure: 560 Gram of granular anhydrous aluminum chloride and 1 l of nitrobenzene were introduced into a 5 l three neck flask, and stirred under water-cooling to give a solution. A solution of 600 g of diphenyl and 482.5 g of n-valeric acid chloride dissolved in 1 l of nitrobenzene (prepared in advance) was dropwise added into said three neck flask over 2 hours. After the addition, the resulting mixture was stirred for one hour as it was. Thereafter it was stirred at 40°-45° C for 2 hours, cooled to room... Reactants: COC(c1ccc(C(F)(F)F)cc1CBr)C1CCCC1, Cn1nnc(NCc2cc(C(F)(F)F)cc(C(F)(F)F)c2)n1, [H-], [Na+], CN(C)C=O. The product is COC(c1ccc(C(F)(F)F)cc1CN(Cc1cc(C(F)(F)F)cc(C(F)(F)F)c1)c1nnn(C)n1)C1CCCC1. As a reaction SMILES: [Br:25][CH2:26][c:27]1[c:28]([CH:37]([O:38][CH3:39])[CH:40]2[CH2:41][CH2:42][CH2:43][CH2:44]2)[cH:29][cH:30][c:31]([C:33]([F:34])([F:35])[F:36])[cH:32]1.[F:1][C:2]([c:3]1[cH:4][c:5]([CH2:6][NH:7][c:8]2[n:9][n:10][n:11]([CH3:13])[n:12]2)[cH:14][c:15]([C:17]([F:18])([F:19])[F:20])[cH:16]1)([F:21])[F:22].[H-:23].[Na+:24].[O:45]=[CH:46][N:47]([CH3:48])[CH3:49]>>[F:1][C:2]([c:3]1[cH:4][c:5]([CH2:6][N:7]([c:8]2[n:9][n:10][n:11]([CH3:13])[n:12]2)[CH2:26][c:27]2[c:28]([CH:37]([O:38][CH3:39])[CH:40]3[CH2:41][CH2:42][CH2:43][CH2:44]3)[cH:29][cH:30][c:31]([C:33]([F:34])([F:35])[F:36])[cH:32]2)[cH:14][c:15]([C:17]([F:18])([F:19])[F:20])[cH:16]1)([F:21])[F:22]. The reactants are C(C1=CC=CC=C1)OC(=O)N1CC2=C(C=CC(=C2CC1)F)B1OC(C(O1)(C)C)(C)C (5-Fluoro-8-(4,4,5,5-tetramethyl-[1,3,2]dioxaborolan-2-yl)-3,4-dihydro-1H-isoquinoline-2-carboxylic acid benzyl ester), C1(CCCCC1)P(C1=C(C=CC=C1)C1=C(C=CC=C1OC)OC)C1CCCCC1 (2-dicyclohexylphosphino-2′,6′-dimethoxybiphenyl), C(C)OC(C(C)C1=CC(=C(C=C1)OC)Br)=O ((±)-2-(3-bromo-4-methoxy-phenyl)-propionic acid ethyl ester), P(=O)([O-])([O-])[O-].[K+].[K+].[K+] (potassium phosphate). Reagents/catalysts: C(C)(=O)[O-].[Pd+2].C(C)(=O)[O-] (palladium(II)acetate). Solvent: CCOCC (Et2O), C1(=CC=CC=C1)C (toluene), O (water). Reaction conditions: temperature 100 celsius, time 18 hour. Product: C(C1=CC=CC=C1)OC(=O)N1CC2=C(C=CC(=C2CC1)F)C1=C(C=CC(=C1)C(C)C(=O)OCC)OC ((±)-8-[5-(1-Ethoxycarbonyl-ethyl)-2-methoxy-phenyl]-5-fluoro-3,4-dihydro-1H-isoquinoline-2-carboxylic acid benzyl ester). As a reaction SMILES: C1(P(C2CCCCC2)C2C=CC=CC=2C2C(OC)=CC=CC=2OC)CCCCC1.[CH2:30]([O:32][C:33](=[O:45])[CH:34]([C:36]1[CH:41]=[CH:40][C:39]([O:42][CH3:43])=[C:38](Br)[CH:37]=1)[CH3:35])[CH3:31].P([O-])([O-])([O-])=O.[K+].[K+].[K+].[CH2:54]([O:61][C:62]([N:64]1[CH2:73][CH2:72][C:71]2[C:66](=[C:67](B3OC(C)(C)C(C)(C)O3)[CH:68]=[CH:69][C:70]=2[F:74])[CH2:65]1)=[O:63])[C:55]1[CH:60]=[CH:59][CH:58]=[CH:57][CH:56]=1>C1(C)C=CC=CC=1.O.CCOCC.C([O-])(=O)C.[Pd+2].C([O-])(=O)C>[CH2:54]([O:61][C:62]([N:64]1[CH2:73][CH2:72][C:71]2[C:66](=[C:67]([C:38]3[CH:37]=[C:36]([CH:34]([C:33]([O:32][CH2:30][CH3:31])=[O:45])[CH3:35])[CH:41]=[CH:40][C:39]=3[O:42][CH3:43])[CH:68]=[CH:69][C:70]=2[F:74])[CH2:65]1)=[O:63])[C:55]1[CH:56]=[CH:57][CH:58]=[CH:59][CH:60]=1 |f:2.3.4.5,10.11.12|. Reported procedure: A mixture under N2 of palladium(II)acetate (1.2 mg, 5 μmol, 0.02 eq.), 2-dicyclohexylphosphino-2′,6′-dimethoxybiphenyl (4.2 mg, 0.01 mmol, 0.04 eq.), (±)-2-(3-bromo-4-methoxy-phenyl)-propionic acid ethyl ester (80 mg, 0.26 mmol, 1 eq.) and potassium phosphate (109 mg, 0.51 mmol, 2 eq.) in toluene (1.9 mL) and water (0.2 mL) was stirred at r.t. during 2 min. 5-Fluoro-8-(4,4,5,5-tetramethyl-[1,3,2]dioxaborolan-2-yl)-3,4-dihydro-1H-isoquinoline-2-carboxylic acid benzyl ester (147 mg, 0.26 mmol, 1 e...